This data is from the Open Reaction Database (ORD), a public repository of structured organic reaction records. The task is: describe an organic reaction: reactants, conditions, products, and yield The reactants are CCOC(=O)c1oc2cccc(OCCCBr)c2c1C1CC1, CCO, CCOC(C)=O, NCc1cccnc1. The product is CCOC(=O)c1oc2cccc(OCCCNCc3cccnc3)c2c1C1CC1. As a reaction SMILES: [CH2:1]([CH3:2])[O:3][C:4](=[O:5])[c:6]1[o:7][c:8]2[c:9]([c:10]1[CH:11]1[CH2:12][CH2:13]1)[c:14]([O:18][CH2:19][CH2:20][CH2:21][Br:22])[cH:15][cH:16][cH:17]2.[CH3:31][CH2:32][OH:33].[CH3:34][CH2:35][O:36][C:37](=[O:38])[CH3:39].[NH2:23][CH2:24][c:25]1[cH:26][n:27][cH:28][cH:29][cH:30]1>>[CH2:1]([CH3:2])[O:3][C:4](=[O:5])[c:6]1[o:7][c:8]2[c:9]([c:10]1[CH:11]1[CH2:12][CH2:13]1)[c:14]([O:18][CH2:19][CH2:20][CH2:21][NH:23][CH2:24][c:25]1[cH:26][n:27][cH:28][cH:29][cH:30]1)[cH:15][cH:16][cH:17]2.